This data is from the Open Reaction Database (ORD), a public repository of structured organic reaction records. The task is: describe an organic reaction: reactants, conditions, products, and yield The reactants are C1CCOC1, O, OCC1=Cc2cc3ccccc3n2CC1. Yields the product OCC1CCn2c(cc3ccccc32)C1. As a reaction SMILES: [O:17]1[CH2:18][CH2:19][CH2:20][CH2:21]1.[O:1].[cH:2]1[c:3]2[cH:4][c:5]3[n:6]([c:7]2[cH:8][cH:9][cH:10]1)[CH2:11][CH2:12][C:13]([CH2:15][OH:16])=[CH:14]3>>[cH:2]1[c:3]2[cH:4][c:5]3[n:6]([c:7]2[cH:8][cH:9][cH:10]1)[CH2:11][CH2:12][CH:13]([CH2:15][OH:16])[CH2:14]3. Reactants: COC(=O)C1=C(C)NC(C)=C(C(=O)OCCOc2ccc(CCO)cc2)C1c1cccc([N+](=O)[O-])c1, CC(=O)OC(C)=O, ClCCl, O, c1ccncc1. Yields the product COC(=O)C1=C(C)NC(C)=C(C(=O)OCCOc2ccc(CCOC(C)=O)cc2)C1c1cccc([N+](=O)[O-])c1. Reaction SMILES: [CH3:1][C:2]1=[C:7]([C:8](=[O:9])[O:10][CH3:11])[CH:6]([c:12]2[cH:13][c:14]([N+:18](=[O:19])[O-:20])[cH:15][cH:16][cH:17]2)[C:5]([C:21](=[O:22])[O:23][CH2:24][CH2:25][O:26][c:27]2[cH:28][cH:29][c:30]([CH2:33][CH2:34][OH:35])[cH:31][cH:32]2)=[C:4]([CH3:36])[NH:3]1.[CH3:43][C:44](=[O:45])[O:46][C:47](=[O:48])[CH3:49].[Cl:51][CH2:52][Cl:53].[OH2:50].[cH:37]1[cH:38][cH:39][n:40][cH:41][cH:42]1>>[CH3:1][C:2]1=[C:7]([C:8](=[O:9])[O:10][CH3:11])[CH:6]([c:12]2[cH:13][c:14]([N+:18](=[O:19])[O-:20])[cH:15][cH:16][cH:17]2)[C:5]([C:21](=[O:22])[O:23][CH2:24][CH2:25][O:26][c:27]2[cH:28][cH:29][c:30]([CH2:33][CH2:34][O:35][C:44]([CH3:43])=[O:45])[cH:31][cH:32]2)=[C:4]([CH3:36])[NH:3]1. The reactants are Cl.COC1=C(CN)C=CC(=C1)OC (2,4-dimethoxybenzylamine hydrochloride). Run in [OH-].[Na+] (sodium hydroxide). The product is COC1=C(CN)C=CC(=C1)OC (2,4-dimethoxybenzylamine). Isolated yield 103.5%. Reaction SMILES: Cl.[CH3:2][O:3][C:4]1[CH:11]=[C:10]([O:12][CH3:13])[CH:9]=[CH:8][C:5]=1[CH2:6][NH2:7]>[OH-].[Na+]>[CH3:2][O:3][C:4]1[CH:11]=[C:10]([O:12][CH3:13])[CH:9]=[CH:8][C:5]=1[CH2:6][NH2:7] |f:0.1,2.3|. Procedure details: 12.0 g of 2,4-dimethoxybenzylamine hydrochloride is added to 100 ml of 1N sodium hydroxide solution and the mixture is extracted with 125 ml of ethyl acetate. The organic layer is dried over anhydrous sodium sulfate and stripped of solvent to give 10.2 g of 2,4-dimethoxybenzylamine as an oil. This amine is dissolved in 150 ml of benzene; 6.47 g of benzaldehyde and 0.6 g of p-toluenesulfonic acid monohydrate are added. The mixture is heated under reflux removing water with a Dean-Stark separator ...